Dataset: the Open Reaction Database (ORD), a public repository of structured organic reaction records. Task: describe an organic reaction: reactants, conditions, products, and yield Reaction conditions: temperature 120 celsius. Product: ClC1=CC(=C(C=C1OC1=CC=C(C=C1)C#N)N1N=C(N(C1=O)C(F)F)C)F (1-[4-chloro-5-(4-cyanophenoxy)-2-fluorophenyl]-4-difluoromethyl -4,5-dihydro-3-methyl-1,2,4-triazol-5(1H)-one). Isolated yield 65.6%. The solvent is CN(C=O)C (N,N-dimethylformamide). Procedure: To a stirred solution of 5.0 g (0.017 mole) of 1-(4-chloro-2-fluoro-5-hydroxyphenyl)-4-difluoromethyl-4,5-dihydro-3-methyl-1,2,4-triazol-5(1H)-one in 150 mL of N,N-dimethylformamide was added 2.8 g (0.020 mole) of potassium carbonate. The resultant mixture was stirred for ten minutes, and 2.1 g (0.017 mole) of 4-fluorobenzonitrile was added. The mixture was stirred and heated at 120° C. for approximately 18 hours. The solvent was removed from the mixture by distillation under reduced pressure le... The reactants are ClC1=CC(=C(C=C1O)N1N=C(N(C1=O)C(F)F)C)F (1-(4-chloro-2-fluoro-5-hydroxyphenyl)-4-difluoromethyl-4,5-dihydro-3-methyl-1,2,4-triazol-5(1H)-one), C([O-])([O-])=O.[K+].[K+] (potassium carbonate), FC1=CC=C(C#N)C=C1 (4-fluorobenzonitrile), resultant mixture. Reaction SMILES: [Cl:1][C:2]1[C:7]([OH:8])=[CH:6][C:5]([N:9]2[C:13](=[O:14])[N:12]([CH:15]([F:17])[F:16])[C:11]([CH3:18])=[N:10]2)=[C:4]([F:19])[CH:3]=1.C(=O)([O-])[O-].[K+].[K+].F[C:27]1[CH:34]=[CH:33][C:30]([C:31]#[N:32])=[CH:29][CH:28]=1>CN(C)C=O>[Cl:1][C:2]1[C:7]([O:8][C:27]2[CH:34]=[CH:33][C:30]([C:31]#[N:32])=[CH:29][CH:28]=2)=[CH:6][C:5]([N:9]2[C:13](=[O:14])[N:12]([CH:15]([F:16])[F:17])[C:11]([CH3:18])=[N:10]2)=[C:4]([F:19])[CH:3]=1 |f:1.2.3|. Starting materials: COC(=O)c1cc(C)cc(Br)c1NS(=O)(=O)c1ccc(OC)cc1, Cl, [K+], [K+], O=C([O-])[O-], CN(C)C=O, O, ClCc1cccnc1. Yields the product COC(=O)c1cc(C)cc(Br)c1N(Cc1cccnc1)S(=O)(=O)c1ccc(OC)cc1. Reaction SMILES: [CH3:1][O:2][C:3]([c:4]1[c:5]([NH:12][S:13](=[O:14])(=[O:15])[c:16]2[cH:17][cH:18][c:19]([O:22][CH3:23])[cH:20][cH:21]2)[c:6]([Br:11])[cH:7][c:8]([CH3:10])[cH:9]1)=[O:24].[ClH:31].[K+:25].[K+:26].[O-:27][C:28]([O-:29])=[O:30].[O:40]=[CH:41][N:42]([CH3:43])[CH3:44].[OH2:45].[cH:32]1[c:33]([CH2:38][Cl:39])[cH:34][cH:35][cH:36][n:37]1>>[CH3:1][O:2][C:3]([c:4]1[c:5]([N:12]([S:13](=[O:14])(=[O:15])[c:16]2[cH:17][cH:18][c:19]([O:22][CH3:23])[cH:20][cH:21]2)[CH2:38][c:33]2[cH:32][n:37][cH:36][cH:35][cH:34]2)[c:6]([Br:11])[cH:7][c:8]([CH3:10])[cH:9]1)=[O:24]. Starting materials: C[S-].[Na+] (sodium methanethiolate), ClC1=NC(=NC=C1)OC1=CC=CC=C1 (4-chloro-2-phenoxypyrimidine). Run in CS(=O)C (DMSO), CN(C)C=O (DMF), CS(=O)C (DMSO), CN(C)C=O (DMF), O (water). Run at time 1 hour. The product is CSC1=NC(=NC=C1)OC1=CC=CC=C1 (4-methylthio-2-phenoxypyrimidine). As a reaction SMILES: Cl[C:2]1[CH:7]=[CH:6][N:5]=[C:4]([O:8][C:9]2[CH:14]=[CH:13][CH:12]=[CH:11][CH:10]=2)[N:3]=1.[CH3:15][S-:16].[Na+]>CS(C)=O.CN(C=O)C.O>[CH3:15][S:16][C:2]1[CH:7]=[CH:6][N:5]=[C:4]([O:8][C:9]2[CH:14]=[CH:13][CH:12]=[CH:11][CH:10]=2)[N:3]=1 |f:1.2|. Procedure: To a stirred solution of 4-chloro-2-phenoxypyrimidine (2.00 g, 9.68 mmol) in dry DMSO (15 ml) and DMF (10 ml) at 10° C. under nitrogen was added dropwise a solution/suspension of sodium methanethiolate (0.77 g, 9.68 mmol) in dry DMSO (15 ml) and DMF (5 ml). After approximately one hour below 15° C., the reaction mixture was diluted with water and then extracted (×3) with ether. The combined ether extracts were washed with brine and then dried. Evaporation of the solvent gave 4-methylthio-2-pheno... The reactants are ClC=1N=CNC1Cl (4,5-Dichloroimidazole), [OH-].[K+] (Potassium hydroxide), BrCC (1-bromethane), [K+].[Br-] (KBr), BrCCC1=CC=CC2=CC=CC=C12 (1-(2-bromoethyl)naphthalene). Solvent: C(C)#N (acetonitrile). Run at time 0.5 hour. Product: [Br-].C(CCCCC)[N+]1=CN(C(=C1Cl)Cl)C1=C(C=CC2=CC=CC=C12)CC (1-hexyl-3-(2-ethyl-1-naphthyl)-4,5-dichloroimidazolium bromide). RXN SMILES: [Cl:1][C:2]1[N:3]=[CH:4][NH:5][C:6]=1[Cl:7].[OH-].[K+].[Br:10][CH2:11][CH3:12].[K+].[Br-].BrCC[C:18]1[C:27]2[C:22](=[CH:23][CH:24]=[CH:25][CH:26]=2)[CH:21]=[CH:20][CH:19]=1>C(#N)C>[Br-:10].[CH2:26]([N+:3]1[C:2]([Cl:1])=[C:6]([Cl:7])[N:5]([C:26]2[C:27]3[C:22](=[CH:21][CH:20]=[CH:19][CH:18]=3)[CH:23]=[CH:24][C:25]=2[CH2:11][CH3:12])[CH:4]=1)[CH2:27][CH2:18][CH2:19][CH2:20][CH3:21] |f:1.2,4.5,8.9|. Procedure: 4,5-Dichloroimidazole (1.23 g, 9 mmol) will be dissolved into acetonitrile. Potassium hydroxide (0.61 g, 9.9 mmol) will be added and the mixture will be allowed to stir for 0.5 h. 1-bromethane (9 mmol) will be added and the solution will be allowed to reflux overnight. The solution will be filtered hot to remove a white precipitate (presumed to be KBr) and 1-(2-bromoethyl)naphthalene (9 mmol) will be added and the mixture will be returned to reflux overnight. The mixture will be allowed to cool ... Reactants: C(C)C(C(=O)O)(CC)CC (2,2-diethylbutanoic acid), S(=O)(Cl)Cl (thionyl chloride). The product is C(C)C(C(=O)Cl)(CC)CC (2,2-Diethylbutanoyl chloride). RXN SMILES: [CH2:1]([C:3]([CH2:9][CH3:10])([CH2:7][CH3:8])[C:4](O)=[O:5])[CH3:2].S(Cl)([Cl:13])=O>>[CH2:1]([C:3]([CH2:9][CH3:10])([CH2:7][CH3:8])[C:4]([Cl:13])=[O:5])[CH3:2]. Procedure: 2,2-Diethylbutanoyl chloride was prepared from 2,2-diethylbutanoic acid and thionyl chloride in the usual way. The reactants are CC(C)(C)c1nc(C2CC2)cc(N2CCN(CCCCl)CC2)n1, CN(C)C=O, [I-], [Li+], [Na+], [OH-], Sc1nncs1. Yields the product CC(C)(C)c1nc(C2CC2)cc(N2CCN(CCCSc3nncs3)CC2)n1. As a reaction SMILES: [C:11]([CH3:12])([CH3:13])([CH3:14])[c:15]1[n:16][c:17]([CH:31]2[CH2:32][CH2:33]2)[cH:18][c:19]([N:21]2[CH2:22][CH2:23][N:24]([CH2:27][CH2:28][CH2:29][Cl:30])[CH2:25][CH2:26]2)[n:20]1.[CH3:34][N:35]([CH3:36])[CH:37]=[O:38].[I-:10].[Li+:7].[Na+:9].[OH-:8].[s:1]1[c:2]([SH:6])[n:3][n:4][cH:5]1>>[s:1]1[c:2]([S:6][CH2:29][CH2:28][CH2:27][N:24]2[CH2:23][CH2:22][N:21]([c:19]3[cH:18][c:17]([CH:31]4[CH2:32][CH2:33]4)[n:16][c:15]([C:11]([CH3:12])([CH3:13])[CH3:14])[n:20]3)[CH2:26][CH2:25]2)[n:3][n:4][cH:5]1. Starting materials: C[O-].[Na+] (sodium methoxide), [Na] (sodium), BrCC=1C=C(C(=O)OC)C=CC1 (methyl 3-(bromomethyl)benzoate). Run in CO (MeOH), CO (MeOH), CO (MeOH). Reaction conditions: temperature 65 celsius. Product: COCC=1C=C(C(=O)OC)C=CC1 (methyl 3-(methoxymethyl)benzoate). The yield is 66.0%. Reaction SMILES: Br[CH2:2][C:3]1[CH:4]=[C:5]([CH:10]=[CH:11][CH:12]=1)[C:6]([O:8][CH3:9])=[O:7].[CH3:13][O-:14].[Na+].[Na]>CO>[CH3:13][O:14][CH2:2][C:3]1[CH:4]=[C:5]([CH:10]=[CH:11][CH:12]=1)[C:6]([O:8][CH3:9])=[O:7] |f:1.2,^1:15|. Procedure: To a solution of 15 g (65.5 mmol) of methyl 3-(bromomethyl)benzoate in 20 mL of anhydrous MeOH is added dropwise, at room temperature, a solution of sodium methoxide in MeOH, prepared beforehand from 2.25 g (98.2 mmol) of sodium in 65 mL of MeOH. The reaction medium is then heated for 4 hours at 65° C. and then concentrated under reduced pressure, taken up in 500 mL of DCM, washed with water (100 mL) and brine (100 mL), dried over Na2SO4, filtered and concentrated under reduced pressure. 7.8 g o...